Dataset: the Open Reaction Database (ORD), a public repository of structured organic reaction records. Task: describe an organic reaction: reactants, conditions, products, and yield Reactants: ClC=1C=C(C=CC1Cl)C1=C(C(=NN1C)C(C)=O)O (1-[5-(3,4-Dichlorophenyl)-4-hydroxy-1-methyl-1H-pyrazol-3-yl]ethanone), N1=CC=C(C=C1)CNC(=O)C=1SC(=CC1)C(=O)NN (5-hydrazinocarbonylthiophene-2-carboxylic acid 4-picolylamide). The solvent is CS(=O)C (dimethyl sulfoxide). Run at time 10.5 hour. The product is N1=CC=C(C=C1)CNC(=O)C=1SC(=CC1)C(=O)NN=C(C)C1=NN(C(=C1O)C1=CC(=C(C=C1)Cl)Cl)C (5-{1-[5-(3,4-dichlorophenyl)-4-hydroxy-1-methyl-1H-pyrazol-3-yl]ethylidenehydrazinocarbonyl}thiophene-2-carboxylic Acid 4-picolylamide). The yield is 52.6%. RXN SMILES: [Cl:1][C:2]1[CH:3]=[C:4]([C:9]2[N:13]([CH3:14])[N:12]=[C:11]([C:15](=O)[CH3:16])[C:10]=2[OH:18])[CH:5]=[CH:6][C:7]=1[Cl:8].[N:19]1[CH:24]=[CH:23][C:22]([CH2:25][NH:26][C:27]([C:29]2[S:30][C:31]([C:34]([NH:36][NH2:37])=[O:35])=[CH:32][CH:33]=2)=[O:28])=[CH:21][CH:20]=1>CS(C)=O>[N:19]1[CH:20]=[CH:21][C:22]([CH2:25][NH:26][C:27]([C:29]2[S:30][C:31]([C:34]([NH:36][N:37]=[C:15]([C:11]3[C:10]([OH:18])=[C:9]([C:4]4[CH:5]=[CH:6][C:7]([Cl:8])=[C:2]([Cl:1])[CH:3]=4)[N:13]([CH3:14])[N:12]=3)[CH3:16])=[O:35])=[CH:32][CH:33]=2)=[O:28])=[CH:23][CH:24]=1. Reported procedure: 1-[5-(3,4-Dichlorophenyl)-4-hydroxy-1-methyl-1H-pyrazol-3-yl]ethanone (40 mg, 0.14 mmol) in dimethyl sulfoxide (1.0 mL) was mixed with 5-hydrazinocarbonylthiophene-2-carboxylic acid 4-picolylamide (39 mg, 0.14 mmol) prepared in Reference Synthetic Example 4 and left at 100° C. for 10.5 hours. The solvent was evaporated, and the residue was dissolved in chloroform (1.0 mL). After addition of n-hexane (2.0 mL), the resulting crystals were recovered by filtration to give 40 mg of the desired produc... The reactants are C(C)OC(CNCC1=C(C=C(C=C1)OC)OC)=O (N-(2,4-dimethoxybenzyl)glycine ethyl ester), C([O-])([O-])=O.[K+].[K+] (potassium carbonate), [I-].[K+] (potassium iodide), C(C)OC(=O)C1=C(C(=NO1)CC)CBr (4-Bromomethyl-3-ethyl-isoxazole-5-carboxylic acid ethyl ester). Procedure: 4-Bromomethyl-3-ethyl-isoxazole-5-carboxylic acid ethyl ester (1.03 g, 3.93 mmol) was dissolved in 40 mL of acetonitrile. N-(2,4-dimethoxybenzyl)glycine ethyl ester (1.09 g, 4.32 mmol), potassium carbonate (1.63 g, 11.8 mmol) and potassium iodide (0.98 g, 5.90 mmol) were added, and the mixture was stirred at room temperature for 16 h. The solvent was removed in vacuo and the residue was partitioned between CH2Cl2 and water. The aqueous layer was extracted with additional CH2Cl2 and the combined ... Run in C(C)#N (acetonitrile). Isolated yield 51.5%. Product: COC1=C(CN(CC(=O)OCC)CC=2C(=NOC2C(=O)OCC)CC)C=CC(=C1)OC (Ethyl 4-(((2,4-dimethoxybenzyl)(2-ethoxy-2-oxoethyl)amino)methyl)-3-ethyl-isoxazole-5-carboxylate). Reaction conditions: time 16 hour. RXN SMILES: [CH2:1]([O:3][C:4]([C:6]1[O:10][N:9]=[C:8]([CH2:11][CH3:12])[C:7]=1[CH2:13]Br)=[O:5])[CH3:2].[CH2:15]([O:17][C:18](=[O:32])[CH2:19][NH:20][CH2:21][C:22]1[CH:27]=[CH:26][C:25]([O:28][CH3:29])=[CH:24][C:23]=1[O:30][CH3:31])[CH3:16].C(=O)([O-])[O-].[K+].[K+].[I-].[K+]>C(#N)C>[CH3:31][O:30][C:23]1[CH:24]=[C:25]([O:28][CH3:29])[CH:26]=[CH:27][C:22]=1[CH2:21][N:20]([CH2:13][C:7]1[C:8]([CH2:11][CH3:12])=[N:9][O:10][C:6]=1[C:4]([O:3][CH2:1][CH3:2])=[O:5])[CH2:19][C:18]([O:17][CH2:15][CH3:16])=[O:32] |f:2.3.4,5.6|. Reaction conditions: time 2 hour. Product: FC(C=1C=C(CN(C2=NC=C(C=N2)OCCCC(=O)O)CC2=C(C=CC(=C2)C(F)(F)F)OC2=NC=CC=N2)C=C(C1)C(F)(F)F)(F)F (4-(2-{(3,5-bis-trifluoromethyl-benzyl)-[2-(pyrimidin-2-yloxy)-5-trifluoromethyl-benzyl]-amino}-pyrimidin-5-yloxy)-butyric acid). Reaction SMILES: [F:1][C:2]([F:49])([F:48])[C:3]1[CH:4]=[C:5]([CH:41]=[C:42]([C:44]([F:47])([F:46])[F:45])[CH:43]=1)[CH2:6][N:7]([CH2:23][C:24]1[CH:29]=[C:28]([C:30]([F:33])([F:32])[F:31])[CH:27]=[CH:26][C:25]=1[O:34][C:35]1[N:40]=[CH:39][CH:38]=[CH:37][N:36]=1)[C:8]1[N:13]=[CH:12][C:11]([O:14][CH2:15][CH2:16][CH2:17][C:18]([O:20]CC)=[O:19])=[CH:10][N:9]=1.[OH-].[Na+].Cl.C(OCC)(=O)C>C(O)C>[F:47][C:44]([F:45])([F:46])[C:42]1[CH:41]=[C:5]([CH:4]=[C:3]([C:2]([F:1])([F:48])[F:49])[CH:43]=1)[CH2:6][N:7]([CH2:23][C:24]1[CH:29]=[C:28]([C:30]([F:33])([F:31])[F:32])[CH:27]=[CH:26][C:25]=1[O:34][C:35]1[N:36]=[CH:37][CH:38]=[CH:39][N:40]=1)[C:8]1[N:9]=[CH:10][C:11]([O:14][CH2:15][CH2:16][CH2:17][C:18]([OH:20])=[O:19])=[CH:12][N:13]=1 |f:1.2|. Reactants: FC(C=1C=C(CN(C2=NC=C(C=N2)OCCCC(=O)OCC)CC2=C(C=CC(=C2)C(F)(F)F)OC2=NC=CC=N2)C=C(C1)C(F)(F)F)(F)F (Ethyl 4-(2-{(3,5-bis-trifluoromethyl-benzyl)-[2-(pyrimidin-2-yloxy)-5-trifluoromethyl-benzyl]-amino}-pyrimidin-5-yloxy)-butyrate), Cl (hydrochloric acid), C(C)(=O)OCC (ethyl acetate), [OH-].[Na+] (sodium hydroxide). Solvent: C(C)O (ethanol). Reported procedure: Ethyl 4-(2-{(3,5-bis-trifluoromethyl-benzyl)-[2-(pyrimidin-2-yloxy)-5-trifluoromethyl-benzyl]-amino}-pyrimidin-5-yloxy)-butyrate (115 mg) is dissolved in ethanol (4 ml), and thereto is added 1N-aqueous sodium hydroxide solution (1 ml) and the mixture is stirred at room temperature for 2 hours. To the reaction solution are added a 1N-hydrochloric acid and ethyl acetate, and the mixture is separated, and the organic layer is washed with a saturated brine, dried over magnesium sulfate, and concentr... Isolated yield 86.9%. Reactants: CC(C)([O-])C.[K+] (potassium t-butoxide), C1(CCCCC1)=NO (cyclohexanone oxime), ClC1=CC=C(C=C1)[N+](=O)[O-] (1-chloro-4-nitrobenzene). Run in CN(C)C=O (DMF). Reaction conditions: time 20 minute. Product: [N+](=O)([O-])C1=CC=C(C=C1)ON=C1CCCCC1 (cyclohexanone O-(4-nitro-phenyl)-oxime). Isolated yield 68.3%. As a reaction SMILES: CC(C)([O-])C.[K+].[C:7]1(=[N:13][OH:14])[CH2:12][CH2:11][CH2:10][CH2:9][CH2:8]1.Cl[C:16]1[CH:21]=[CH:20][C:19]([N+:22]([O-:24])=[O:23])=[CH:18][CH:17]=1>CN(C=O)C>[N+:22]([C:19]1[CH:20]=[CH:21][C:16]([O:14][N:13]=[C:7]2[CH2:12][CH2:11][CH2:10][CH2:9][CH2:8]2)=[CH:17][CH:18]=1)([O-:24])=[O:23] |f:0.1|. Procedure: Following method A, potassium t-butoxide (37 g, 320 mmol) was added in portions to a cooled (2° C.) solution of cyclohexanone oxime (35 g, 300 mmol) in DMF (350 mL). The cooled reaction mixture was stirred for 20 minutes and then 1-chloro-4-nitrobenzene (50 g, 320 mmol) was added in portions. The reaction mixture was stirred at ˜10° C. for 30 minutes and then allowed to warm to room temperature and stirred for an additional 4 hours. The reaction mixture was concentrated under reduced pressure to... Starting materials: BrC=1C2=CC=CC=C2C=2C=CC=CC2C1 (9-bromophenanthrene), C1=CC=CC=2C3=CC=CC=C3C(=CC12)N (phenanthren-9-amine), C(C)(C)(C)P(C(C)(C)C)C(C)(C)C (tris-t-butylphosphine), CC(C)([O-])C.[Na+] (sodium tert-butoxide). The reagents and catalysts are C=1C=CC(=CC1)/C=C/C(=O)/C=C/C2=CC=CC=C2.C=1C=CC(=CC1)/C=C/C(=O)/C=C/C2=CC=CC=C2.C=1C=CC(=CC1)/C=C/C(=O)/C=C/C2=CC=CC=C2.[Pd].[Pd] (Pd2(dba)3). Run in C1(=CC=CC=C1)C (toluene). Run at time 12 hour. Yields the product C1=CC=CC=2C3=CC=CC=C3C(=CC12)NC=1C2=CC=CC=C2C=2C=CC=CC2C1 (diphenanthren-9-ylamine). The yield is 45.0%. As a reaction SMILES: Br[C:2]1[C:3]2[C:8]([C:9]3[CH:10]=[CH:11][CH:12]=[CH:13][C:14]=3[CH:15]=1)=[CH:7][CH:6]=[CH:5][CH:4]=2.[CH:16]1[C:29]2[CH:28]=[C:27]([NH2:30])[C:26]3[C:21](=[CH:22][CH:23]=[CH:24][CH:25]=3)[C:20]=2[CH:19]=[CH:18][CH:17]=1.C(P(C(C)(C)C)C(C)(C)C)(C)(C)C.CC(C)([O-])C.[Na+]>C1(C)C=CC=CC=1.C1C=CC(/C=C/C(/C=C/C2C=CC=CC=2)=O)=CC=1.C1C=CC(/C=C/C(/C=C/C2C=CC=CC=2)=O)=CC=1.C1C=CC(/C=C/C(/C=C/C2C=CC=CC=2)=O)=CC=1.[Pd].[Pd]>[CH:13]1[C:14]2[CH:15]=[C:2]([NH:30][C:27]3[C:26]4[C:21]([C:20]5[CH:19]=[CH:18][CH:17]=[CH:16][C:29]=5[CH:28]=3)=[CH:22][CH:23]=[CH:24][CH:25]=4)[C:3]3[C:8](=[CH:7][CH:6]=[CH:5][CH:4]=3)[C:9]=2[CH:10]=[CH:11][CH:12]=1 |f:3.4,6.7.8.9.10|. Procedure details: 9-bromophenanthrene (7.00 g, 27.22 mmol), phenanthren-9-amine (5.26 g, 27.22 mmol), Pd2(dba)3 (499 mg, 0.544 mmol), tris-t-butylphosphine (0.123 mL, 0.544 mmol), sodium tert-butoxide (3.90 mg, 40.84 mmol) were put in a 250 mL two-neck flask and dissolved in toluene. The solution was refluxed and stirred for 12 hours. After completion of the reaction, the solution was extracted with DI water/methylenechloride and distilled under reduced pressure to remove the solvent. The resultant was columned w... The reactants are IC (iodomethane), N1C=CC2=CC=CC=C12 (indole), C(C)(C)(C)OC(=O)N1CC=2NC3=CC=C(C=C3C2CC1)O[Si](C(C)C)(C(C)C)C(C)C (6-triisopropylsilanyloxy-1,3,4,9-tetrahydro-β-carboline-2-carboxylic acid tert-butyl ester), CC(C)([O-])C.[K+] (potassium tert-butoxide), C1COCCOCCOCCOCCOCCO1 (18-crown-6). The solvent is C(C)OCC (ethyl ether), C(C)OCC (ethyl ether), C(C)OCC (ethyl ether). Conditions: time 10 minute. The product is C(C)(C)(C)OC(=O)N1CC=2N(C3=CC=C(C=C3C2CC1)O[Si](C(C)C)(C(C)C)C(C)C)C (9-methyl-6-triisopropylsilanyloxy-1,3,4,9-tetrahydro-β-carboline-2-carboxylic acid tert-butyl ester). Isolated yield 41.9%. Reaction SMILES: [C:1]([O:5][C:6]([N:8]1[CH2:20][CH2:19][C:18]2[C:17]3[C:12](=[CH:13][CH:14]=[C:15]([O:21][Si:22]([CH:29]([CH3:31])[CH3:30])([CH:26]([CH3:28])[CH3:27])[CH:23]([CH3:25])[CH3:24])[CH:16]=3)[NH:11][C:10]=2[CH2:9]1)=[O:7])([CH3:4])([CH3:3])[CH3:2].[CH3:32]C(C)([O-])C.[K+].C1OCCOCCOCCOCCOCCOC1.IC.N1C2C(=CC=CC=2)C=C1>C(OCC)C>[C:1]([O:5][C:6]([N:8]1[CH2:20][CH2:19][C:18]2[C:17]3[C:12](=[CH:13][CH:14]=[C:15]([O:21][Si:22]([CH:23]([CH3:24])[CH3:25])([CH:26]([CH3:28])[CH3:27])[CH:29]([CH3:31])[CH3:30])[CH:16]=3)[N:11]([CH3:32])[C:10]=2[CH2:9]1)=[O:7])([CH3:3])([CH3:4])[CH3:2] |f:1.2|. Procedure: A solution of 6-triisopropylsilanyloxy-1,3,4,9-tetrahydro-β-carboline-2-carboxylic acid tert-butyl ester (175 mg, 0.39 mmol) in 3 mL of ethyl ether was added to a vigorously stirring solution of potassium tert-butoxide (263 mg) and 18-crown-6 (16 mg) in 10 mL ethyl ether. After 10 min, iodomethane (73 uL) in 0.5 mL of ethyl ether was added to the indole solution and the resulting mixture was stirred for 2 h. The solids were removed by filtration and the solvent was evaporated. Silica gel chromat... Solvent: C(C)#N (acetonitrile). Yields the product FC1=CC=C2N1C1=CC(=C(C=C1N(C2C)S(=O)(=O)C2=CC=C(C=C2)O)F)F (4-[(1,7,8-trifluoro-4-methylpyrrolo[1,2-a]quinoxalin-5-(4H)-yl)sulfonyl]phenol). As a reaction SMILES: C(=O)(OCC)[O:2][C:3]1[CH:8]=[CH:7][C:6]([S:9]([N:12]2[C:21]3[C:16](=[CH:17][C:18]([F:23])=[C:19]([F:22])[CH:20]=3)[N:15]3[CH:24]=[CH:25][CH:26]=[C:14]3[CH:13]2[CH3:27])(=[O:11])=[O:10])=[CH:5][CH:4]=1.C1C=CC(S(N(S(C2C=CC=CC=2)(=O)=O)[F:42])(=O)=O)=CC=1>C(#N)C>[F:42][C:24]1[N:15]2[C:16]3[C:21]([N:12]([S:9]([C:6]4[CH:7]=[CH:8][C:3]([OH:2])=[CH:4][CH:5]=4)(=[O:10])=[O:11])[CH:13]([CH3:27])[C:14]2=[CH:26][CH:25]=1)=[CH:20][C:19]([F:22])=[C:18]([F:23])[CH:17]=3. Procedure details: To a 250 ml round bottom flask equipped with condenser was added 3.2 g (7.2 mmol) of the product from Example 9, 3.5 g (10.8 mmol) of N-fluorobenzenesulfonimide and 100 ml of acetonitrile. The solution was heated to reflux for 4 hours. At the end of this time the solution was concentrated and the residue washed with saturated potassium carbonate solution and extracted with ethyl acetate (3×50 ml). The organic layers were combined dried (MgSO4) and concentrated and the resulting crude material ch... Isolated yield 52.8%. Reactants: C(OC1=CC=C(C=C1)S(=O)(=O)N1C(C=2N(C3=CC(=C(C=C13)F)F)C=CC2)C)(OCC)=O (4-[(7,8-difluoro-4-methylpyrrolo[1,2-a]quinoxalin-5-(4H)-yl)sulfonyl]phenyl ethyl carbonate), C1=CC=C(C=C1)S(=O)(=O)N(F)S(=O)(=O)C2=CC=CC=C2 (N-fluorobenzenesulfonimide).